Dataset: the Open Reaction Database (ORD), a public repository of structured organic reaction records. Task: describe an organic reaction: reactants, conditions, products, and yield Reactants: C1=CC=CC=2CN(CC3=C(C21)C=CC=C3)C(OCC)=N (ethyl 5,7-dihydro-6H-dibenz[c,e]azepine-6-carboximidate), ClC(=O)OCCCC (butyl chloroformate). Yields the product C(CCC)OC(=O)N=C(OCC)N1CC2=C(C3=C(C1)C=CC=C3)C=CC=C2 (ethyl N-butoxycarbonyl-5,7-dihydro-6H-dibenz[c,e]azepine-6-carboximidate). RXN SMILES: [CH:1]1[C:11]2[C:10]3[CH:12]=[CH:13][CH:14]=[CH:15][C:9]=3[CH2:8][N:7]([C:16](=[NH:20])[O:17][CH2:18][CH3:19])[CH2:6][C:5]=2[CH:4]=[CH:3][CH:2]=1.Cl[C:22]([O:24][CH2:25][CH2:26][CH2:27][CH3:28])=[O:23]>>[CH2:25]([O:24][C:22]([N:20]=[C:16]([N:7]1[CH2:6][C:5]2[CH:4]=[CH:3][CH:2]=[CH:1][C:11]=2[C:10]2[CH:12]=[CH:13][CH:14]=[CH:15][C:9]=2[CH2:8]1)[O:17][CH2:18][CH3:19])=[O:23])[CH2:26][CH2:27][CH3:28]. Procedure details: starting from ethyl 5,7-dihydro-6H-dibenz[c,e]azepine-6-carboximidate and butyl chloroformate, there is obtained ethyl N-butoxycarbonyl-5,7-dihydro-6H-dibenz[c,e]azepine-6-carboximidate as a syrup, mass spectrum m/e: M+ 366 (6), 337 (10), 293 (12), 263 (67), 194 (100); Reactants: CCOC(=O)Nc1cccc(CC(C)NC(=O)OC(C)(C)C)c1, CCO, Cl. The product is Cl, CCOC(=O)Nc1cccc(CC(C)N)c1. As a reaction SMILES: [C:1]([O:2][C:3]([CH3:4])([CH3:5])[CH3:6])(=[O:7])[NH:8][CH:9]([CH2:10][c:11]1[cH:12][c:13]([NH:17][C:18](=[O:19])[O:20][CH2:21][CH3:22])[cH:14][cH:15][cH:16]1)[CH3:23].[CH3:25][CH2:26][OH:27].[ClH:24]>>[ClH:24].[NH2:8][CH:9]([CH2:10][c:11]1[cH:12][c:13]([NH:17][C:18](=[O:19])[O:20][CH2:21][CH3:22])[cH:14][cH:15][cH:16]1)[CH3:23]. The reactants are ClC1=C(C(=O)OC(C)C)C=C(C(=C1)F)N=C=O (isopropyl 2-chloro-4-fluoro-5-isocyanatobenzoate), N\C(=C(/C(=O)OCC)\F)\C (ethyl 3-amino-2-fluorocrotonate). Yields the product ClC1=C(C(=O)OC(C)C)C=C(C(=C1)F)NC(=O)NC(=C(F)C(=O)OCC)C (isopropyl 2-chloro-4-fluoro-5-{3-[2-(ethoxycarbonyl)-2-fluoro-1-methylvinyl]ureido}-benzoate). RXN SMILES: [Cl:1][C:2]1[CH:13]=[C:12]([F:14])[C:11]([N:15]=[C:16]=[O:17])=[CH:10][C:3]=1[C:4]([O:6][CH:7]([CH3:9])[CH3:8])=[O:5].[NH2:18]/[C:19](/[CH3:27])=[C:20](/[F:26])\[C:21]([O:23][CH2:24][CH3:25])=[O:22]>>[Cl:1][C:2]1[CH:13]=[C:12]([F:14])[C:11]([NH:15][C:16]([NH:18][C:19]([CH3:27])=[C:20]([C:21]([O:23][CH2:24][CH3:25])=[O:22])[F:26])=[O:17])=[CH:10][C:3]=1[C:4]([O:6][CH:7]([CH3:8])[CH3:9])=[O:5]. Procedure details: using isopropyl 2-chloro-4-fluoro-5-isocyanatobenzoate and ethyl 3-amino-2-fluorocrotonate there is obtained isopropyl 2-chloro-4-fluoro-5-{3-[2-(ethoxycarbonyl)-2-fluoro-1-methylvinyl]ureido}-benzoate, m.p. 150°-152° C., Starting materials: C(CCC)[Li] (n-butyl lithium), BrC1=CC(=C(C(=C1)C)N1N=C(C(=C1CC)CN1CC2=CC=CC=C2C[C@@H]1COCC)CC)C ((R)-2-[1-(4-bromo-2,6-dimethylphenyl)-3,5-diethyl-1H-pyrazol-4-ylmethyl]-3-ethoxymethyl-1,2,3,4-tetrahydro-isoquinoline), CN(C=O)C (N,N-dimethylformamide). Solvent: O1CCCC1 (tetrahydrofuran). Run at temperature -78 celsius, time 10 minute. The product is C(C)OC[C@@H]1N(CC2=CC=CC=C2C1)CC=1C(=NN(C1CC)C1=C(C=C(C=O)C=C1C)C)CC ((R)-4-[4-(3-Ethoxymethyl-3,4-dihydro-1H-isoquinolin-2-ylmethyl)-3,5-diethyl-pyrazol-1-y]-3,5-dimethyl-benzaldehyde). Isolated yield 155.4%. As a reaction SMILES: C([Li])CCC.Br[C:7]1[CH:12]=[C:11]([CH3:13])[C:10]([N:14]2[C:18]([CH2:19][CH3:20])=[C:17]([CH2:21][N:22]3[C@@H:31]([CH2:32][O:33][CH2:34][CH3:35])[CH2:30][C:29]4[C:24](=[CH:25][CH:26]=[CH:27][CH:28]=4)[CH2:23]3)[C:16]([CH2:36][CH3:37])=[N:15]2)=[C:9]([CH3:38])[CH:8]=1.CN(C)[CH:41]=[O:42]>O1CCCC1>[CH2:34]([O:33][CH2:32][C@H:31]1[CH2:30][C:29]2[C:24](=[CH:25][CH:26]=[CH:27][CH:28]=2)[CH2:23][N:22]1[CH2:21][C:17]1[C:16]([CH2:36][CH3:37])=[N:15][N:14]([C:10]2[C:11]([CH3:13])=[CH:12][C:7]([CH:41]=[O:42])=[CH:8][C:9]=2[CH3:38])[C:18]=1[CH2:19][CH3:20])[CH3:35]. Reported procedure: To a solution of n-butyl lithium (2.5 M hexane solution; 0.043 ml, 0.11 mmol) chilled to -78° C., a solution of (R)-2-[1-(4-bromo-2,6-dimethylphenyl)-3,5-diethyl-1H-pyrazol-4-ylmethyl]-3-ethoxymethyl-1,2,3,4-tetrahydro-isoquinoline (50 mg, 0.098 mmol) in anhydrous tetrahydrofuran (0.2 ml) was added dropwise. After stirring at -78° C. for 10 minutes, anhydrous N,N-dimethylformamide (0.023 ml, 0.29 mmol) was added. The resulting mixture was warmed to ambient temperature and stirred for 1 hour. The...